Dataset: the Open Reaction Database (ORD), a public repository of structured organic reaction records. Task: describe an organic reaction: reactants, conditions, products, and yield Reactants: ClC1=CC=C(C=C1)N1C(=NC2=C(C1=O)C=NN2C2=CC=CC=C2)C2=CC=C(C(=O)N=CN(C)C)C=C2 (4-[5-(4-chloro-phenyl)-4-oxo-1-phenyl-4,5-dihydro-1H-pyrazolo[3,4-d]pyrimidin-6-yl]-N-dimethylaminomethylene-benzamide), O.NN (hydrazine hydrate). Solvent: C(C)(=O)O (acetic acid). Conditions: temperature 90 celsius, time 1 hour. The product is ClC1=CC=C(C=C1)N1C(=NC2=C(C1=O)C=NN2C2=CC=CC=C2)C2=CC=C(C=C2)C=2NN=CN2 (5-(4-chloro-phenyl)-1-phenyl-6-[4-(2H-[1,2,4]triazol-3-yl)-phenyl]-1,5-dihydro-pyrazolo[3,4-d]pyrimidin-4-one). The yield is 73.6%. As a reaction SMILES: [Cl:1][C:2]1[CH:7]=[CH:6][C:5]([N:8]2[C:13](=[O:14])[C:12]3[CH:15]=[N:16][N:17]([C:18]4[CH:23]=[CH:22][CH:21]=[CH:20][CH:19]=4)[C:11]=3[N:10]=[C:9]2[C:24]2[CH:36]=[CH:35][C:27]([C:28]([N:30]=[CH:31][N:32](C)C)=O)=[CH:26][CH:25]=2)=[CH:4][CH:3]=1.O.[NH2:38]N>C(O)(=O)C>[Cl:1][C:2]1[CH:3]=[CH:4][C:5]([N:8]2[C:13](=[O:14])[C:12]3[CH:15]=[N:16][N:17]([C:18]4[CH:23]=[CH:22][CH:21]=[CH:20][CH:19]=4)[C:11]=3[N:10]=[C:9]2[C:24]2[CH:36]=[CH:35][C:27]([C:28]3[NH:38][N:32]=[CH:31][N:30]=3)=[CH:26][CH:25]=2)=[CH:6][CH:7]=1 |f:1.2|. Procedure: A mixture of 4-[5-(4-chloro-phenyl)-4-oxo-1-phenyl-4,5-dihydro-1H-pyrazolo[3,4-d]pyrimidin-6-yl]-N-dimethylaminomethylene-benzamide (7.0 mg, 0.014 mmol) and hydrazine hydrate (5 mg, 0.1 mmol) in acetic acid (200 μL) is stirred at 90° C. for 1 h and cooled down to room temperature. The solvent is removed under vacuum and residue is treated with saturated aqueous NaHCO3 solution (1 mL) and extracted with EtOAc (3×2 mL). The organic layers are combined and concentrated. The residue is purified by p... Starting materials: CC(C=C)C(O)C1=CC=C(C=C1)Cl (3-Methyl-4-(4-chlorophenyl)but-1-en-4-ol), BrCBr (dibromomethane). Reagents/catalysts: [Zn] (zinc), [Cu]Cl (copper(I) chloride). The solvent is CCOCC (ether). Yields the product ClC1=CC=C(C=C1)C(C(C)C1CC1)O (1-(4-chlorophenyl)-2-cyclopropylpropan-1-ol). Yield: 72.7%. Reaction SMILES: [CH3:1][CH:2]([CH:5]([C:7]1[CH:12]=[CH:11][C:10]([Cl:13])=[CH:9][CH:8]=1)[OH:6])[CH:3]=[CH2:4].Br[CH2:15]Br>CCOCC.[Zn].[Cu]Cl>[Cl:13][C:10]1[CH:11]=[CH:12][C:7]([CH:5]([OH:6])[CH:2]([CH:3]2[CH2:15][CH2:4]2)[CH3:1])=[CH:8][CH:9]=1. Procedure: 3-Methyl-4-(4-chlorophenyl)but-1-en-4-ol (63.68 g, approximately 90% pure, approximately 292 mmol), dibromomethane (45.5 ml, 648 mmol), zinc dust (84.75 g, 1.296 mol) and copper(I) chloride (12.83 g, 130 mmol) in dry ether (180 ml) were heated under reflux in a sonic bath for 31/2 hours. The mixture was then filtered (celite) and the filtrate poured into 2M hydrochloric acid. The mixture was extracted with ether and the combined extracts washed with water, saturated aqueous sodium bicarbonate so... Reactants: C[S-], CS(C)=O, Clc1nc(Cl)c2cc[nH]c2n1, [Na+], O. The product is CSc1nc(Cl)nc2[nH]ccc12. Reaction SMILES: [CH3:12][S-:13].[CH3:16][S:17]([CH3:18])=[O:19].[Cl:1][c:2]1[n:3][c:4]([Cl:11])[c:5]2[c:6]([n:7]1)[nH:8][cH:9][cH:10]2.[Na+:14].[OH2:15]>>[Cl:1][c:2]1[n:3][c:4]([S:13][CH3:12])[c:5]2[c:6]([n:7]1)[nH:8][cH:9][cH:10]2. Starting materials: C(Cl)(Cl)Cl (CHCl3), [K+].[Br-] (KBr), ( 4.34 ), CC1COC2(CC1OC(=O)/C=C/C3=CC=CC=C3)C4(CO4)C5CCC(CC5O2)C(=O)OC (phyllanthocin), C[C@@H]1CO[C@]2(C[C@@H]1OC(=O)/C=C/C=3C=CC=CC3)[C@]4(CO4)[C@@H]5CC[C@@H](C[C@@H]5O2)C(=O)O[C@H]6[C@@H]([C@H]([C@@H]([C@H](O6)C)O)OC(=O)C)O[C@H]7[C@@H]([C@H]([C@@H]([C@H](O7)C)O)OC(=O)C)O (phyllanthoside), ( 4.25 ), ( 4.19 ), C[C@@H]1CO[C@]2(C[C@@H]1OC(=O)/C=C/C=3C=CC=CC3)[C@]4(CO4)[C@@H]5CC[C@@H](C[C@@H]5O2)C(=O)O[C@H]6[C@@H]([C@H]([C@@H]([C@H](O6)C)O)OC(=O)C)O[C@H]7[C@@H]([C@H]([C@@H]([C@H](O7)C)O)OC(=O)C)O (phyllanthoside). Solvent: CO (methanol). The product is CC1COC2(CC1OC(=O)/C=C/C3=CC=CC=C3)C4(CO4)C5CCC(CC5O2)C(=O)OC6C(C(C(C(O6)CO)O)OC(=O)C)OC7C(C(C(C(O7)C)O)OC(=O)C)O (phyllanthostatin 2). Reaction SMILES: C(Cl)(Cl)Cl.[K+].[Br-].[CH3:7][C@H:8]1[C@@H:13]([O:14][C:15](/[CH:17]=[CH:18]/[C:19]2[CH:20]=[CH:21][CH:22]=[CH:23][CH:24]=2)=[O:16])[CH2:12][C@@:11]2([O:34][C@@H:33]3[C@@H:28]([CH2:29][CH2:30][C@H:31]([C:35]([O:37][C@@H:38]4[O:43][C@H:42]([CH3:44])[C@@H:41]([OH:45])[C@H:40]([O:46][C:47]([CH3:49])=[O:48])[C@H:39]4[O:50][C@@H:51]4[O:56][C@H:55]([CH3:57])[C@@H:54]([OH:58])[C@H:53]([O:59][C:60]([CH3:62])=[O:61])[C@H:52]4[OH:63])=[O:36])[CH2:32]3)[C@@:25]32[O:27][CH2:26]3)[O:10][CH2:9]1.CC1C(OC(/C=C/C2C=CC=CC=2)=O)CC2(OC3C(CCC(C(OC)=O)C3)C32OC3)[O:67]C1>CO>[CH3:7][CH:8]1[CH:13]([O:14][C:15](/[CH:17]=[CH:18]/[C:19]2[CH:20]=[CH:21][CH:22]=[CH:23][CH:24]=2)=[O:16])[CH2:12][C:11]2([O:34][CH:33]3[CH:28]([CH2:29][CH2:30][CH:31]([C:35]([O:37][CH:38]4[O:43][CH:42]([CH2:44][OH:67])[CH:41]([OH:45])[CH:40]([O:46][C:47]([CH3:49])=[O:48])[CH:39]4[O:50][CH:51]4[O:56][CH:55]([CH3:57])[CH:54]([OH:58])[CH:53]([O:59][C:60]([CH3:62])=[O:61])[CH:52]4[OH:63])=[O:36])[CH2:32]3)[C:25]32[O:27][CH2:26]3)[O:10][CH2:9]1 |f:1.2|. Procedure: The carbon tetrachloride (44 g) and methylene chloride (210 g) fractions were combined and chromatographed on Sephadex LH-20, eluting with methanol. A portion of the eluate from the Sephadex column was repeatedly chromatographed on a silica gel column. Elution between volumes 1530-2000 ml gave phyllanthostatin I (0.24 g) as an amorphous solid. Purity was determined by high pressure liquid chromatography (HPLC) on a μ Porasil column eluting with a mixture of methylene chloride, methanol and water... Starting materials: resultant mixture, C(=S)=S (Carbon disulfide), NCC(=O)O (Glycine), [OH-].[Na+] (sodium hydroxide), resultant mixture, Cl (hydrochloric acid), resultant solution, ClCC(=O)[O-].[Na+] (sodium chloroacetate). The solvent is O (water), O (water), O (water). Product: S1C(=S)N(C(=O)C1)CC(=O)O (rhodanine-3-acetic acid). Reaction SMILES: [NH2:1][CH2:2][C:3]([OH:5])=[O:4].[OH-].[Na+].Cl[CH2:9][C:10]([O-:12])=O.[Na+].Cl.[C:15](=[S:17])=[S:16]>O>[S:17]1[CH2:9][C:10](=[O:12])[N:1]([CH2:2][C:3]([OH:5])=[O:4])[C:15]1=[S:16] |f:1.2,3.4|. Procedure details: Glycine (19 g) and sodium hydroxide (20 g) were dissolved in water (50 g), and the resultant solution was cooled to 10° C. Carbon disulfide (19 g) was added dropwise to the solution over 30 minutes with stirring, and then the mixture was allowed to react at 20° C. for three days. Subsequently, a solution of sodium chloroacetate (29 g) in water (60 g) was added dropwise to the reaction mixture over 15 minutes, and the resultant mixture was allowed to react at room temperature for 24 hours. Concen...